From a dataset of the Open Reaction Database (ORD), a public repository of structured organic reaction records. describe an organic reaction: reactants, conditions, products, and yield The reactants are C1CCOC1, COC(=O)c1cc(Cl)ccc1NC(=O)COCC(=O)Nc1c(C(C)C)cccc1C(C)C, [Na+], [OH-]. Yields the product CC(C)c1cccc(C(C)C)c1NC(=O)COCC(=O)Nc1ccc(Cl)cc1C(=O)O. RXN SMILES: [CH2:35]1[O:36][CH2:37][CH2:38][CH2:39]1.[Cl:1][c:2]1[cH:3][cH:4][c:5]([NH:12][C:13]([CH2:14][O:15][CH2:16][C:17](=[O:18])[NH:19][c:20]2[c:21]([CH:29]([CH3:30])[CH3:31])[cH:22][cH:23][cH:24][c:25]2[CH:26]([CH3:27])[CH3:28])=[O:32])[c:6]([C:7](=[O:8])[O:9][CH3:10])[cH:11]1.[Na+:34].[OH-:33]>>[Cl:1][c:2]1[cH:3][cH:4][c:5]([NH:12][C:13]([CH2:14][O:15][CH2:16][C:17](=[O:18])[NH:19][c:20]2[c:21]([CH:29]([CH3:30])[CH3:31])[cH:22][cH:23][cH:24][c:25]2[CH:26]([CH3:27])[CH3:28])=[O:32])[c:6]([C:7](=[O:8])[OH:9])[cH:11]1. Reactants: [Cl-].C1(=CC=CC=C1)[PH+](C1=CC=CC=C1)C1=CC=CC=C1 (triphenylphosphonium chloride), O (water), [Br-].[Na+] (sodium bromide), [Br-].[Na+] (sodium bromide). The product is [Br-].O1C(CCCC1)=C[P+](C1=CC=CC=C1)(C1=CC=CC=C1)C1=CC=CC=C1 ([(tetrahydro-2H-pyran-2-ylidene)-methyl]triphenylphosphonium bromide). Reaction SMILES: [Cl-].[C:2]1([PH+:8]([C:15]2[CH:20]=[CH:19][CH:18]=[CH:17][CH:16]=2)[C:9]2[CH:14]=[CH:13][CH:12]=[CH:11][CH:10]=2)[CH:7]=[CH:6][CH:5]=[CH:4][CH:3]=1.[Br-:21].[Na+].[OH2:23]>>[Br-:21].[O:23]1[CH2:6][CH2:5][CH2:4][CH2:3][C:2]1=[CH:7][P+:8]([C:2]1[CH:3]=[CH:4][CH:5]=[CH:6][CH:7]=1)([C:9]1[CH:14]=[CH:13][CH:12]=[CH:11][CH:10]=1)[C:15]1[CH:16]=[CH:17][CH:18]=[CH:19][CH:20]=1 |f:0.1,2.3,5.6|. Procedure: A solution consisting of 2.1 parts of triphenylphosphonium chloride in 50 parts of water is added with stirring to 2 parts of sodium bromide. At the end of about 5 minutes an additional 4 parts of sodium bromide is added the mixture is stirred until precipitation is complete. The precipitate is isolated by filtration, thus affording [(tetrahydro-2H-pyran-2-ylidene)-methyl]triphenylphosphonium bromide. This product is characterized by 60-MHz nuclear magnetic resonance peaks in CDCl3 (deuterated c...